Dataset: the Open Reaction Database (ORD), a public repository of structured organic reaction records. Task: describe an organic reaction: reactants, conditions, products, and yield Starting materials: O=C([O-])O, CON=C1CCc2cc(C=CC(=O)C3CCN(C(=O)OCc4ccccc4)CC3)ccc21, CCOC(C)=O, [Na+], N#C[Na], CN(C)C=O, O=Cc1ccncc1. Product: CON=C1CCc2cc(C(CC(=O)C3CCN(C(=O)OCc4ccccc4)CC3)C(=O)c3ccncc3)ccc21. RXN SMILES: [C:49](=[O:50])([OH:51])[O-:52].[CH2:12]([c:13]1[cH:14][cH:15][cH:16][cH:17][cH:18]1)[O:19][C:20](=[O:21])[N:22]1[CH2:23][CH2:24][CH:25]([C:28]([CH:29]=[CH:30][c:31]2[cH:32][c:33]3[c:37]([cH:38][cH:39]2)[C:36](=[N:40][O:41][CH3:42])[CH2:35][CH2:34]3)=[O:43])[CH2:26][CH2:27]1.[CH3:54][CH2:55][O:56][C:57](=[O:58])[CH3:59].[Na+:53].[Na:1][C:2]#[N:3].[O:44]=[CH:45][N:46]([CH3:47])[CH3:48].[n:4]1[cH:5][cH:6][c:7]([CH:10]=[O:11])[cH:8][cH:9]1>>[n:4]1[cH:5][cH:6][c:7]([C:10](=[O:11])[CH:30]([CH2:29][C:28]([CH:25]2[CH2:24][CH2:23][N:22]([C:20]([O:19][CH2:12][c:13]3[cH:14][cH:15][cH:16][cH:17][cH:18]3)=[O:21])[CH2:27][CH2:26]2)=[O:43])[c:31]2[cH:32][c:33]3[c:37]([cH:38][cH:39]2)[C:36](=[N:40][O:41][CH3:42])[CH2:35][CH2:34]3)[cH:8][cH:9]1. The reactants are Cc1ccccc1, COc1ccc2c(c1)CCC1OC21c1ccccc1, [Mg+2], O=S(=O)([O-])[O-]. Yields the product COc1ccc2c(c1)CCC(=O)C2c1ccccc1. As a reaction SMILES: [CH3:26][c:27]1[cH:28][cH:29][cH:30][cH:31][cH:32]1.[CH3:7][O:8][c:9]1[cH:10][c:11]2[c:16]([cH:17][cH:18]1)[C:15]1([c:20]3[cH:21][cH:22][cH:23][cH:24][cH:25]3)[CH:14]([CH2:13][CH2:12]2)[O:19]1.[Mg+2:1].[O-:2][S:3](=[O:4])(=[O:5])[O-:6]>>[CH3:7][O:8][c:9]1[cH:10][c:11]2[c:16]([cH:17][cH:18]1)[CH:15]([c:20]1[cH:21][cH:22][cH:23][cH:24][cH:25]1)[C:14](=[O:19])[CH2:13][CH2:12]2. Reactants: C(C1=CC=CC=C1)OC(=O)C1(CN(CCC1)C(=O)OC(C)(C)C)C(=O)O (piperidine-1,3,3-tricarboxylic acid 1-tert-butyl 3-benzyl ester), C([O-])([O-])=O.[K+].[K+] (potassium carbonate), BrCC(C(C)(C)C)=O (bromopinacolone). The solvent is CC(CC)=O (butan-2-one). Run at time 6 hour. Yields the product CC(C(COC(=O)C1(CN(CCC1)C(=O)OC(C)(C)C)C(=O)OCC1=CC=CC=C1)=O)(C)C (piperidine-1,3,3-tricarboxylic acid 1-tert-butyl 3-benzyl 3-(3,3-dimethyl-2-oxobutyl)ester). As a reaction SMILES: [CH2:1]([O:8][C:9]([C:11]1([C:24]([OH:26])=[O:25])[CH2:16][CH2:15][CH2:14][N:13]([C:17]([O:19][C:20]([CH3:23])([CH3:22])[CH3:21])=[O:18])[CH2:12]1)=[O:10])[C:2]1[CH:7]=[CH:6][CH:5]=[CH:4][CH:3]=1.C(=O)([O-])[O-].[K+].[K+].Br[CH2:34][C:35](=[O:40])[C:36]([CH3:39])([CH3:38])[CH3:37]>CC(=O)CC>[CH3:37][C:36]([CH3:39])([CH3:38])[C:35](=[O:40])[CH2:34][O:25][C:24]([C:11]1([C:9]([O:8][CH2:1][C:2]2[CH:3]=[CH:4][CH:5]=[CH:6][CH:7]=2)=[O:10])[CH2:16][CH2:15][CH2:14][N:13]([C:17]([O:19][C:20]([CH3:22])([CH3:23])[CH3:21])=[O:18])[CH2:12]1)=[O:26] |f:1.2.3|. Procedure details: A mixture of piperidine-1,3,3-tricarboxylic acid 1-tert-butyl 3-benzyl ester (2.85 g 7.85 mmol), potassium carbonate (1.4 g 10 mmol) and bromopinacolone (1.73 mL 17 mmol) in butan-2-one is stirred at room temperature for 6 h. The mixture is washed with water, dried over magnesium sulphate and concentrated under reduced pressure. After purification by column chromatography, the product is crystallized in heptane to give piperidine-1,3,3-tricarboxylic acid 1-tert-butyl 3-benzyl 3-(3,3-dimethyl-2-o... The reactants are CC(C)C[Al+]CC(C)C, CCOC(C)=O, Cc1ccccc1, Cl, [H-], O=C1C=CCC1(c1ccccc1)c1ccccc1. Product: OC1C=CCC1(c1ccccc1)c1ccccc1. Reaction SMILES: [CH2:20]([Al+:21][CH2:22][CH:23]([CH3:24])[CH3:25])[CH:26]([CH3:27])[CH3:28].[CH3:29][CH2:30][O:31][C:32](=[O:33])[CH3:34].[CH3:36][c:37]1[cH:38][cH:39][cH:40][cH:41][cH:42]1.[ClH:35].[H-:19].[c:1]1([C:7]2([c:13]3[cH:14][cH:15][cH:16][cH:17][cH:18]3)[CH2:8][CH:9]=[CH:10][C:11]2=[O:12])[cH:2][cH:3][cH:4][cH:5][cH:6]1>>[c:1]1([C:7]2([c:13]3[cH:14][cH:15][cH:16][cH:17][cH:18]3)[CH2:8][CH:9]=[CH:10][CH:11]2[OH:12])[cH:2][cH:3][cH:4][cH:5][cH:6]1. Reactants: C(C)C1OCC2=C(C=CC(=C2C1)OC)OC (3-ethyl-5,8-dimethoxy-isochroman), O=[N+]([O-])[O-].[O-][N+]([O-])=O.[O-][N+]([O-])=O.[O-][N+]([O-])=O.[O-][N+]([O-])=O.[O-][N+]([O-])=O.[Ce+4].[NH4+].[NH4+] (CAN). Solvent: C(C)#N (acetonitrile). Yields the product O=C1C=2CC(OCC2C(C=C1)=O)CC (5,8-dioxo-3-ethyl-5,8-dihydro-isochroman). Reaction SMILES: [CH2:1]([CH:3]1[CH2:12][C:11]2[C:6](=[C:7]([O:15]C)[CH:8]=[CH:9][C:10]=2[O:13]C)[CH2:5][O:4]1)[CH3:2].O=[N+]([O-])[O-].[O-][N+](=O)[O-].[O-][N+](=O)[O-].[O-][N+](=O)[O-].[O-][N+](=O)[O-].[O-][N+](=O)[O-].[Ce+4].[NH4+].[NH4+]>C(#N)C>[O:13]=[C:10]1[CH:9]=[CH:8][C:7](=[O:15])[C:6]2[CH2:5][O:4][CH:3]([CH2:1][CH3:2])[CH2:12][C:11]1=2 |f:1.2.3.4.5.6.7.8.9|. Procedure details: To a solution of 3-ethyl-5,8-dimethoxy-isochroman (300 mg; 1.35 mmol) in acetonitrile (10 ml) at room temperature was added dropwise a solution of CAN (prepared by dissolving ceric ammonium nitrate (2.22 g; 4.0 mmol) in water (5 ml)). The resulting mixture was quenched with saturated bicarbonate solution and extracted with dichloromethane. The combined organic layers were washed with brine and dried over Na2SO4 affording the crude title compound (251 mg; 97%) which was used as such for subsequen... The reactants are C(C=C)OC1=C(OCC2CO2)C=CC=C1 (1-(2-allyloxy-phenoxy)-2,3-epoxypropane), NCCOC=1C=C(C=CC1)C=1C(CC(NN1)=O)C (6-[3-(2-aminoethoxy)phenyl]-4,5-dihydro-5-methyl-3(2H)-pyridazinone). Yields the product C(C=C)OC1=C(OCC(CNCCOC=2C=C(C=CC2)C=2C(CC(NN2)=O)C)O)C=CC=C1 (6-[3-[2-[3-(2-Allyloxy-phenoxy)-2-hydroxypropylamino]ethoxy]phenyl]-4,5-dihydro-5-methyl-3(2H)-pyridazinone). As a reaction SMILES: [CH2:1]([O:4][C:5]1[CH:15]=[CH:14][CH:13]=[CH:12][C:6]=1[O:7][CH2:8][CH:9]1[O:11][CH2:10]1)[CH:2]=[CH2:3].[NH2:16][CH2:17][CH2:18][O:19][C:20]1[CH:21]=[C:22]([C:26]2[CH:27]([CH3:33])[CH2:28][C:29](=[O:32])[NH:30][N:31]=2)[CH:23]=[CH:24][CH:25]=1>>[CH2:1]([O:4][C:5]1[CH:15]=[CH:14][CH:13]=[CH:12][C:6]=1[O:7][CH2:8][CH:9]([OH:11])[CH2:10][NH:16][CH2:17][CH2:18][O:19][C:20]1[CH:21]=[C:22]([C:26]2[CH:27]([CH3:33])[CH2:28][C:29](=[O:32])[NH:30][N:31]=2)[CH:23]=[CH:24][CH:25]=1)[CH:2]=[CH2:3]. Reported procedure: Prepared analogously to Example 1 from 1-(2-allyloxy-phenoxy)-2,3-epoxypropane and 6-[3-(2-aminoethoxy)phenyl]-4,5-dihydro-5-methyl-3(2H)-pyridazinone. Reactants: CC(c1ccc(Br)cc1)N1CCC(CC(C)(C)O)(c2ccccc2)OC1=O, Clc1ccncn1. Product: CC(c1ccc(-c2ccncn2)cc1)N1CCC(CC(C)(C)O)(c2ccccc2)OC1=O. RXN SMILES: [Br:1][c:2]1[cH:3][cH:4][c:5]([CH:8]([CH3:9])[N:10]2[C:11](=[O:27])[O:12][C:13]([c:16]3[cH:17][cH:18][cH:19][cH:20][cH:21]3)([CH2:22][C:23]([CH3:24])([CH3:25])[OH:26])[CH2:14][CH2:15]2)[cH:6][cH:7]1.[Cl:28][c:29]1[n:30][cH:31][n:32][cH:33][cH:34]1>>[c:2]1(-[c:29]2[n:30][cH:31][n:32][cH:33][cH:34]2)[cH:3][cH:4][c:5]([CH:8]([CH3:9])[N:10]2[C:11](=[O:27])[O:12][C:13]([c:16]3[cH:17][cH:18][cH:19][cH:20][cH:21]3)([CH2:22][C:23]([CH3:24])([CH3:25])[OH:26])[CH2:14][CH2:15]2)[cH:6][cH:7]1. Reactants: C(C(=O)OC)(=O)OC (dimethyl oxalate), Cl (HCl), FC1=CC=C(CN(C(C)=O)C)C=C1 (N-(4-Fluoro-benzyl)-N-methyl-acetamide), [Li+].C[Si](C)(C)[N-][Si](C)(C)C (LiHMDS). Solvent: C1CCOC1 (THF), C1CCOC1 (THF). Reaction conditions: temperature -78 celsius, time 30 minute. Yields the product COC(C(=CC(N(C)CC1=CC=C(C=C1)F)=O)O)=O (3-[(4-Fluoro-benzyl)-methyl-carbamoyl]-2-hydroxy-acrylic acid methyl ester). The yield is 80.4%. Reaction SMILES: [F:1][C:2]1[CH:13]=[CH:12][C:5]([CH2:6][N:7]([CH3:11])[C:8](=[O:10])[CH3:9])=[CH:4][CH:3]=1.[Li+].C[Si]([N-][Si](C)(C)C)(C)C.[C:24](OC)(=[O:29])[C:25]([O:27][CH3:28])=[O:26].Cl>C1COCC1>[CH3:28][O:27][C:25](=[O:26])[C:24]([OH:29])=[CH:9][C:8](=[O:10])[N:7]([CH2:6][C:5]1[CH:4]=[CH:3][C:2]([F:1])=[CH:13][CH:12]=1)[CH3:11] |f:1.2|. Procedure details: N-(4-Fluoro-benzyl)-N-methyl-acetamide (3.6 grams, 20 mmol) was dissolved in 20 mL of THF and cooled to −78° C. To this was added 40 mL of 1M LiHMDS (in THF) and the resulting solution stirred for 30 min. Next dimethyl oxalate (3.5 grams, 30 mmol) dissolved in 8 mL of THF is added and the reaction stirred for 2 h at −78° C., then warmed to 0° C. and stirred an additional 30 min. To this was added 1N HCl and the mixture then extracted with EtOAc. The organic layer was washed with saturated NaCl, ...